This data is from the Open Reaction Database (ORD), a public repository of structured organic reaction records. The task is: describe an organic reaction: reactants, conditions, products, and yield Reactants: C(C)C(CN1C[C@@H](CC1)N(C(OC(C)(C)C)=O)C1=NC=C(C=C1)\C=C\C(NOC1OCCCC1)=O)CC (tert-butyl [(3R)-1-(2-ethylbutyl)-3-pyrrolidinyl](5-{(1E)-3-oxo-3-[(tetrahydro-2H-pyran-2-yloxy)amino]-1-propen-1-yl}-2-pyridinyl)carbamate), Cl (hydrogen chloride). Run in CO (methanol), CO (methanol). Conditions: time 1 hour. Yields the product Cl.Cl.C(C)C(CN1C[C@@H](CC1)NC1=CC=C(C=N1)/C=C/C(=O)NO)CC ((2E)-3-(6-{[(3R)-1-(2-ethylbutyl)-3-pyrrolidinyl]amino}-3-pyridinyl)-N-hydroxyacrylamide dihydrochloride). RXN SMILES: [CH2:1]([CH:3]([CH2:36][CH3:37])[CH2:4][N:5]1[CH2:9][CH2:8][C@@H:7]([N:10]([C:18]2[CH:23]=[CH:22][C:21](/[CH:24]=[CH:25]/[C:26](=[O:35])[NH:27][O:28]C3CCCCO3)=[CH:20][N:19]=2)C(=O)OC(C)(C)C)[CH2:6]1)[CH3:2].[ClH:38]>CO>[ClH:38].[ClH:38].[CH2:36]([CH:3]([CH2:1][CH3:2])[CH2:4][N:5]1[CH2:9][CH2:8][C@@H:7]([NH:10][C:18]2[N:19]=[CH:20][C:21](/[CH:24]=[CH:25]/[C:26]([NH:27][OH:28])=[O:35])=[CH:22][CH:23]=2)[CH2:6]1)[CH3:37] |f:3.4.5|. Reported procedure: To a solution of tert-butyl [(3R)-1-(2-ethylbutyl)-3-pyrrolidinyl](5-{(1E)-3-oxo-3-[(tetrahydro-2H-pyran-2-yloxy)amino]-1-propen-1-yl}-2-pyridinyl)carbamate (128 mg) in methanol (2.5 mL) was added hydrogen chloride in methanol (0.248 mL). After stirring at room temperature for 1 hour, the reaction mixture was evaporated in vacuo. ii) To a mixture of above product and dioxane (2.5 mL) was added 4N hydrogen chloride in dioxane (1.02 mL). After stirring at room temperature for 2 hours, the reaction... Reactants: BrCCOCCBr, CN1CCCC1=O, CCOC(=O)Cc1ccc(F)cc1, [H-], [Na+]. The product is CCOC(=O)C1(c2ccc(F)cc2)CCOCC1. Reaction SMILES: [Br:16][CH2:17][CH2:18][O:19][CH2:20][CH2:21][Br:22].[CH3:23][N:24]1[CH2:25][CH2:26][CH2:27][C:28]1=[O:29].[F:3][c:4]1[cH:5][cH:6][c:7]([CH2:10][C:11](=[O:12])[O:13][CH2:14][CH3:15])[cH:8][cH:9]1.[H-:2].[Na+:1]>>[F:3][c:4]1[cH:5][cH:6][c:7]([C:10]2([C:11](=[O:12])[O:13][CH2:14][CH3:15])[CH2:17][CH2:18][O:19][CH2:20][CH2:21]2)[cH:8][cH:9]1. Reactants: CC(C)([O-])C.[K+] (potassium t-butoxide), O1CCCC1 (tetrahydrofuran), C(C)(=O)OCC.CCCCCC (ethyl acetate hexane), O (water), compound, S(=O)(=O)(C1=CC=C(C)C=C1)C[N+]#[C-] (tosylmethylisocyanide), O1CCCC1 (tetrahydrofuran). Reaction conditions: time 30 minute. Product: C1(=CC=CC2=CC=CC=C12)C(=O)C1=CNC=C1 (3-(Naphthalen-1-yl)carbonyl-1H-pyrrole). The yield is 80.0%. As a reaction SMILES: S([CH2:11][N+:12]#[C-])(C1C=CC(C)=CC=1)(=O)=O.[CH3:14][C:15](C)([O-:17])[CH3:16].[K+].O.C(O[CH2:25][CH3:26])(=O)C.[CH3:27][CH2:28][CH2:29][CH2:30][CH2:31][CH3:32].O1C[CH2:36][CH2:35][CH2:34]1>>[C:14]1([C:15]([C:16]2[CH:26]=[CH:25][NH:12][CH:11]=2)=[O:17])[C:36]2[C:30](=[CH:31][CH:32]=[CH:34][CH:35]=2)[CH:29]=[CH:28][CH:27]=1 |f:1.2,4.5|. Reported procedure: 901 mg (5 mmol) of the compound prepared in Preparation 49-2) and 1.01 g (5.5 mmol) of tosylmethylisocyanide were dissolved in 10 ml of tetrahydrofuran. 555 mg (5.5 mmol) of potassium t-butoxide dissolved in 10 ml of tetrahydrofuran was slowly added thereto and the mixture was stirred for 30 minutes. 10 ml of water was added to the reaction solution to stop the reaction and the solvent was removed under reduced. pressure. 20 ml of water was added to the residue and the resulting mixture was extr... Reactants: C[C@@H]1CN(C[C@@H](N1)C)C=1C=CC(=C(N)C1)OC (5-(cis-3,5-Dimethyl-1-piperazinyl)-2-(methyloxy)aniline), CN1CCOCC1 (morpholinomethyl-polystyrene), BrC1=CC(=C(C=C1)S(=O)(=O)Cl)C (4-bromo-2-methylbenzenesulfonyl chloride). Run in ClCCl (dichloromethane). Reaction conditions: time 8 hour. Yields the product BrC1=CC(=C(C=C1)S(=O)(=O)NC1=C(C=CC(=C1)N1C[C@H](N[C@H](C1)C)C)OC)C (4-Bromo-N-[5-(cis-3,5-dimethyl-1-piperazinyl)-2-(methyloxy)phenyl]-2-methylbenzenesulfonamide). RXN SMILES: [CH3:1][C@H:2]1[NH:7][C@@H:6]([CH3:8])[CH2:5][N:4]([C:9]2[CH:10]=[CH:11][C:12]([O:16][CH3:17])=[C:13]([CH:15]=2)[NH2:14])[CH2:3]1.CN1CCOCC1.[Br:25][C:26]1[CH:31]=[CH:30][C:29]([S:32](Cl)(=[O:34])=[O:33])=[C:28]([CH3:36])[CH:27]=1>ClCCl>[Br:25][C:26]1[CH:31]=[CH:30][C:29]([S:32]([NH:14][C:13]2[CH:15]=[C:9]([N:4]3[CH2:3][C@H:2]([CH3:1])[NH:7][C@H:6]([CH3:8])[CH2:5]3)[CH:10]=[CH:11][C:12]=2[O:16][CH3:17])(=[O:34])=[O:33])=[C:28]([CH3:36])[CH:27]=1. Procedure: A solution of 5-(cis-3,5-dimethyl-1-piperazinyl)-2-(methyloxy)aniline (D4) (1.20 g, 5.1 mmol) in dichloromethane (35 ml) was treated with morpholinomethyl-polystyrene HL resin (2.43 g, 4.2 mmol/g loading, 10.2 mmol) followed by 4-bromo-2-methylbenzenesulfonyl chloride (2.75 g, 10.2 mmol). The resulting solution was stirred at room temperature overnight, the resin filtered off, the solvent evaporated in vacuo and the residue passed through an SCX column eluting first with methanol and then 2M amm... The reactants are CC(=O)O[BH-](OC(C)=O)OC(C)=O, COc1ccc2c(C)cc(=O)n(CC=O)c2c1, CC(=O)O, ClC(Cl)Cl, ClCCl, CCOC(=O)C1CN(C(=O)OC(C)(C)C)CCN1, [Na+], O. Product: CCOC(=O)C1CN(C(=O)OC(C)(C)C)CCN1CCn1c(=O)cc(C)c2ccc(OC)cc21. As a reaction SMILES: [C:39]([O:40][BH-:41]([O:42][C:43](=[O:44])[CH3:45])[O:46][C:47](=[O:48])[CH3:49])(=[O:50])[CH3:51].[CH3:4][O:5][c:6]1[cH:7][cH:8][c:9]2[c:10]([CH3:20])[cH:11][c:12](=[O:19])[n:13]([CH2:16][CH:17]=[O:18])[c:14]2[cH:15]1.[CH3:58][C:59](=[O:60])[OH:61].[CH:53]([Cl:54])([Cl:55])[Cl:56].[Cl:1][CH2:2][Cl:3].[N:21]1([C:32](=[O:33])[O:34][C:35]([CH3:36])([CH3:37])[CH3:38])[CH2:22][CH:23]([C:27](=[O:28])[O:29][CH2:30][CH3:31])[NH:24][CH2:25][CH2:26]1.[Na+:52].[OH2:57]>>[CH3:4][O:5][c:6]1[cH:7][cH:8][c:9]2[c:10]([CH3:20])[cH:11][c:12](=[O:19])[n:13]([CH2:16][CH2:17][N:24]3[CH:23]([C:27](=[O:28])[O:29][CH2:30][CH3:31])[CH2:22][N:21]([C:32](=[O:33])[O:34][C:35]([CH3:36])([CH3:37])[CH3:38])[CH2:26][CH2:25]3)[c:14]2[cH:15]1. Starting materials: C1(=CC=CC=C1)C1=NC2=CC=CC=C2C(=C1)C(=O)O (2-Phenyl-4-quinolinecarboxylic acid), S(=O)(Cl)Cl (thionyl chloride), CC1=NC=C(N1CCO)[N+](=O)[O-] (metronidazole). Reaction conditions: temperature 80 celsius, time 2 hour. Yields the product CC=1NC(=CN1)[N+](=O)[O-].C(C)N1C(C=C(C2=CC=CC=C12)C(=O)[O-])C1=CC=CC=C1 (2-methyl-5-nitro-1H-imidazole 1-ethyl2-phenyl-4-quinolinecarboxylate). The yield is 16.1%. RXN SMILES: [C:1]1([C:7]2[CH:16]=[C:15]([C:17]([OH:19])=[O:18])[C:14]3[C:9](=[CH:10][CH:11]=[CH:12][CH:13]=3)[N:8]=2)[CH:6]=[CH:5][CH:4]=[CH:3][CH:2]=1.S(Cl)(Cl)=O.[CH3:24][C:25]1[N:29](CCO)[C:28]([N+:33]([O-:35])=[O:34])=[CH:27][N:26]=1>>[CH3:24][C:25]1[NH:29][C:28]([N+:33]([O-:35])=[O:34])=[CH:27][N:26]=1.[CH2:24]([N:8]1[C:9]2[C:14](=[CH:13][CH:12]=[CH:11][CH:10]=2)[C:15]([C:17]([O-:19])=[O:18])=[CH:16][CH:7]1[C:1]1[CH:2]=[CH:3][CH:4]=[CH:5][CH:6]=1)[CH3:25] |f:3.4|. Procedure: The reaction mixture of 2-Phenyl-4-quinolinecarboxylic acid (249 mg, 1.0 mmol) and thionyl chloride (1.5 ml) was refluxed for 2 h. The excessive thionyl chloride was evaporated undervacuum. The residue was dissolved in 5 ml of pyridine. To this solution, metronidazole (170 mg, 0.98 mmol) was added. The mixture solution was stirred at 80° C. for 2 h. Pyridine was removed under reduced pressure. The residue was dissolved in dichloromethane. The organic layer of CH2Cl2 was washed with saturated aqu... Starting materials: O=C([O-])[O-], O=C(CCl)c1ccc(Cl)cc1Cl, [Cs+], [Cs+], O=C1NC(=O)c2ccccc21, CN(C)C=O. The product is O=C(CN1C(=O)c2ccccc2C1=O)c1ccc(Cl)cc1Cl. As a reaction SMILES: [C:24](=[O:25])([O-:26])[O-:27].[Cl:1][c:2]1[c:3]([C:4]([CH2:5][Cl:6])=[O:7])[cH:8][cH:9][c:10]([Cl:12])[cH:11]1.[Cs+:28].[Cs+:29].[O:13]=[C:14]1[NH:15][C:16](=[O:17])[c:18]2[cH:19][cH:20][cH:21][cH:22][c:23]21.[O:30]=[CH:31][N:32]([CH3:33])[CH3:34]>>[Cl:1][c:2]1[c:3]([C:4]([CH2:5][N:15]2[C:14](=[O:13])[c:23]3[c:18]([cH:19][cH:20][cH:21][cH:22]3)[C:16]2=[O:17])=[O:7])[cH:8][cH:9][c:10]([Cl:12])[cH:11]1. The product is COc1ccc(Cl)cc1C=CC(C)=O. Starting materials: CC(C)=O, COc1ccc(Cl)cc1C=O, [Na+], [OH-], O. Reaction SMILES: [CH3:14][C:15]([CH3:16])=[O:17].[Cl:3][c:4]1[cH:5][cH:6][c:7]([O:12][CH3:13])[c:8]([CH:9]=[O:10])[cH:11]1.[Na+:2].[OH-:1].[OH2:18]>>[Cl:3][c:4]1[cH:5][cH:6][c:7]([O:12][CH3:13])[c:8]([CH:9]=[CH:14][C:15]([CH3:16])=[O:17])[cH:11]1. RXN SMILES: [CH2:1]([CH2:2][CH2:3][CH3:4])[c:5]1[n:6][c:7]([CH3:13])[c:8]([CH3:12])[c:9]([Cl:11])[n:10]1.[NH3:14]>>[CH2:1]([CH2:2][CH2:3][CH3:4])[c:5]1[n:6][c:7]([CH3:13])[c:8]([CH3:12])[c:9]([NH2:14])[n:10]1. Yields the product CCCCc1nc(C)c(C)c(N)n1. The reactants are CCCCc1nc(C)c(C)c(Cl)n1, N.